This data is from the Open Reaction Database (ORD), a public repository of structured organic reaction records. The task is: describe an organic reaction: reactants, conditions, products, and yield The yield is 53.0%. The reactants are CS(=O)(=O)OCCCC1=CC=C(C=C1)OCC=1N=C(OC1)\C=C\C1=CC=CC=C1 (3-[4-[2-[(E)-2-phenylethenyl]-4-oxazolylmethoxy]phenyl]propyl methanesulfonate), C1(=CC=CC=C1)C=1N=CNC1C1=CC=CC=C1 (4,5-diphenylimidazole). RXN SMILES: CS(O[CH2:6][CH2:7][CH2:8][C:9]1[CH:14]=[CH:13][C:12]([O:15][CH2:16][C:17]2[N:18]=[C:19](/[CH:22]=[CH:23]/[C:24]3[CH:29]=[CH:28][CH:27]=[CH:26][CH:25]=3)[O:20][CH:21]=2)=[CH:11][CH:10]=1)(=O)=O.[C:30]1([C:36]2[N:37]=[CH:38][NH:39][C:40]=2[C:41]2[CH:46]=[CH:45][CH:44]=[CH:43][CH:42]=2)[CH:35]=[CH:34][CH:33]=[CH:32][CH:31]=1>>[C:30]1([C:36]2[N:37]=[CH:38][N:39]([CH2:6][CH2:7][CH2:8][C:9]3[CH:10]=[CH:11][C:12]([O:15][CH2:16][C:17]4[N:18]=[C:19](/[CH:22]=[CH:23]/[C:24]5[CH:29]=[CH:28][CH:27]=[CH:26][CH:25]=5)[O:20][CH:21]=4)=[CH:13][CH:14]=3)[C:40]=2[C:41]2[CH:42]=[CH:43][CH:44]=[CH:45][CH:46]=2)[CH:35]=[CH:34][CH:33]=[CH:32][CH:31]=1. Procedure details: In substantially the same manner as in Working Example 25, 3-[4-[2-[(E)-2-phenylethenyl]-4-oxazolylmethoxy]phenyl]propyl methanesulfonate was allowed to react with 4,5-diphenylimidazole to give 4-[4-[3-(4,5-diphenyl-1-imidazolyl)propyl]phenoxymethyl]-2-[(E)-2-phenylethenyl]oxazole. The yield was 53%. Recrystallization from ethyl acetate-hexane gave colorless prisms, mp 137-138° C. The product is C1(=CC=CC=C1)C=1N=CN(C1C1=CC=CC=C1)CCCC1=CC=C(OCC=2N=C(OC2)\C=C\C2=CC=CC=C2)C=C1 (4-[4-[3-(4,5-diphenyl-1-imidazolyl)propyl]phenoxymethyl]-2-[(E)-2-phenylethenyl]oxazole). Reactants: CC(C)(C)OC(=O)N(Cc1ccccc1F)c1ccc(C(=O)c2cn(S(=O)(=O)c3ccccc3)c3ncc(Cl)cc23)cn1, O=C([O-])[O-], [K+], [K+], C1CCOC1, O. Yields the product CC(C)(C)OC(=O)N(Cc1ccccc1F)c1ccc(C(=O)c2c[nH]c3ncc(Cl)cc23)cn1. Reaction SMILES: [C:1]([CH3:2])([CH3:3])([CH3:4])[O:5][C:6]([N:7]([CH2:8][c:9]1[c:10]([F:15])[cH:11][cH:12][cH:13][cH:14]1)[c:16]1[n:17][cH:18][c:19]([C:22](=[O:23])[c:24]2[cH:25][n:26]([S:34]([c:35]3[cH:36][cH:37][cH:38][cH:39][cH:40]3)(=[O:41])=[O:42])[c:27]3[n:28][cH:29][c:30]([Cl:33])[cH:31][c:32]23)[cH:20][cH:21]1)=[O:43].[C:44](=[O:45])([O-:46])[O-:47].[K+:48].[K+:49].[O:51]1[CH2:52][CH2:53][CH2:54][CH2:55]1.[OH2:50]>>[C:1]([CH3:2])([CH3:3])([CH3:4])[O:5][C:6]([N:7]([CH2:8][c:9]1[c:10]([F:15])[cH:11][cH:12][cH:13][cH:14]1)[c:16]1[n:17][cH:18][c:19]([C:22](=[O:23])[c:24]2[cH:25][nH:26][c:27]3[n:28][cH:29][c:30]([Cl:33])[cH:31][c:32]23)[cH:20][cH:21]1)=[O:43]. The reactants are ClC=1C=C(C=CC1)C(C)O (1-(3-chlorophenyl)ethanol), BrP(Br)Br (tribromophosphine). Run in CCOCC (ether), C(C)OCC (diethyl ether). Conditions: time 8 hour. Product: BrC(C)C1=CC(=CC=C1)Cl (1-(1-bromoethyl)-3-chlorobenzene). Yield: 56.9%. RXN SMILES: [Cl:1][C:2]1[CH:3]=[C:4]([CH:8](O)[CH3:9])[CH:5]=[CH:6][CH:7]=1.[Br:11]P(Br)Br>C(OCC)C>[Br:11][CH:8]([C:4]1[CH:5]=[CH:6][CH:7]=[C:2]([Cl:1])[CH:3]=1)[CH3:9]. Procedure: To a solution of 1-(3-chlorophenyl)ethanol (0.2 g, 1.28 mmol) in diethyl ether (10 mL) at 0° C. was added tribromophosphine (0.38 g, 1.41 mmol). The mixture was warmed to room temperature and stirred overnight, then diluted with ether (10 mL). After quenching with water (10 mL), the organic phase was separated, dried over Na2SO4, filtered and concentrated. The residue was purified by column chromatography on silica gel and eluted with petroleum ether to give the title compound as an oil (0.16 g,... The reactants are O.NN (Hydrazine hydrate), N1=CC=CC=2CCCC(C12)CCCNC1=NC=C(C=C1[N+](=O)[O-])CC=1C=NC=CC1 (3-(5,6,7,8-tetrahydroquinol-8-yl)propylamino-3-nitro-5-(pyrid-3-ylmethyl)pyridine). Reagents/catalysts: [Ni] (Raney Nickel). The solvent is CO (methanol), CO (methanol). Run at time 25 minute. Yields the product NC=1C(=NC=C(C1)CC=1C=NC=CC1)NCCCC1CCCC=2C=CC=NC12 (3-Amino-2-[3-(5,6,7,8-tetrahydroquinol-8-yl)propylamino]-5-(pyrid-3-ylmethyl)pyridine). Reaction SMILES: O.NN.[N:4]1[C:13]2[CH:12]([CH2:14][CH2:15][CH2:16][NH:17][C:18]3[C:23]([N+:24]([O-])=O)=[CH:22][C:21]([CH2:27][C:28]4[CH:29]=[N:30][CH:31]=[CH:32][CH:33]=4)=[CH:20][N:19]=3)[CH2:11][CH2:10][CH2:9][C:8]=2[CH:7]=[CH:6][CH:5]=1>CO.[Ni]>[NH2:24][C:23]1[C:18]([NH:17][CH2:16][CH2:15][CH2:14][CH:12]2[C:13]3[N:4]=[CH:5][CH:6]=[CH:7][C:8]=3[CH2:9][CH2:10][CH2:11]2)=[N:19][CH:20]=[C:21]([CH2:27][C:28]2[CH:29]=[N:30][CH:31]=[CH:32][CH:33]=2)[CH:22]=1 |f:0.1|. Procedure details: Hydrazine hydrate (7 ml) in methanol (25 ml) was added with stirring over 25 minutes to a cooled (5°-10° C.) solution of 2-[3-(5,6,7,8-tetrahydroquinol-8-yl)propylamino-3-nitro-5-(pyrid-3-ylmethyl)pyridine (6.1 g) in methanol (300 ml) containing Raney Nickel (ca. 12 g). The solution was stirred for a further hour at 5° C., the catalyst was removed by filtration and the filtrate was concentrated to dryness in vacuo giving the title compound as an orange oil (theoretical yield assumed) which was u... The reactants are CCN(CC)S(F)(F)F, ClCCl, Cc1cc2c(c3ccc(=O)[nH]c13)OC(CO)C2. Product: Cc1cc2c(c3ccc(=O)[nH]c13)OC(CF)C2. RXN SMILES: [CH2:18]([N:19]([S:20]([F:21])([F:22])[F:24])[CH2:23][CH3:25])[CH3:26].[CH2:27]([Cl:28])[Cl:29].[OH:1][CH2:2][CH:3]1[CH2:4][c:5]2[c:6]([c:7]3[cH:8][cH:9][c:10](=[O:16])[nH:11][c:12]3[c:13]([CH3:15])[cH:14]2)[O:17]1>>[CH2:2]([CH:3]1[CH2:4][c:5]2[c:6]([c:7]3[cH:8][cH:9][c:10](=[O:16])[nH:11][c:12]3[c:13]([CH3:15])[cH:14]2)[O:17]1)[F:24].